From a dataset of the Open Reaction Database (ORD), a public repository of structured organic reaction records. describe an organic reaction: reactants, conditions, products, and yield Reactants: O=C(CBr)c1ccc(O)cc1, C[O-], CO, Cl, [Na+]. Product: COCC(=O)c1ccc(O)cc1. RXN SMILES: [Br:1][CH2:2][C:3](=[O:4])[c:5]1[cH:6][cH:7][c:8]([OH:11])[cH:9][cH:10]1.[CH3:12][O-:13].[CH3:16][OH:17].[ClH:15].[Na+:14]>>[CH2:2]([C:3](=[O:4])[c:5]1[cH:6][cH:7][c:8]([OH:11])[cH:9][cH:10]1)[O:13][CH3:12]. Reactants: C(C1=CC=CC=C1)OC(NC(CC1=CC(=C(C=C1)OCC1=CC=CC=C1)C(C)(C)C)CO)=O (2-(4-benzyloxy-3-t-butylphenyl)-1-hydroxymethylethylcarbamic acid benzyl ester), CS(=O)(=O)Cl (methanesulfonyl chloride), O (water). Run in N1=CC=CC=C1 (pyridine). Conditions: time 1 hour. Product: C(C1=CC=CC=C1)OC(NC(CC1=CC(=C(C=C1)OCC1=CC=CC=C1)C(C)(C)C)COS(=O)(=O)C)=O (2-(4-benzyloxy-3-t-butylphenyl)-1-methanesulfonyloxymethylethylcarbamic acid benzyl ester). Yield: 87.8%. RXN SMILES: [CH2:1]([O:8][C:9](=[O:33])[NH:10][CH:11]([CH2:31][OH:32])[CH2:12][C:13]1[CH:18]=[CH:17][C:16]([O:19][CH2:20][C:21]2[CH:26]=[CH:25][CH:24]=[CH:23][CH:22]=2)=[C:15]([C:27]([CH3:30])([CH3:29])[CH3:28])[CH:14]=1)[C:2]1[CH:7]=[CH:6][CH:5]=[CH:4][CH:3]=1.[CH3:34][S:35](Cl)(=[O:37])=[O:36].O>N1C=CC=CC=1>[CH2:1]([O:8][C:9](=[O:33])[NH:10][CH:11]([CH2:31][O:32][S:35]([CH3:34])(=[O:37])=[O:36])[CH2:12][C:13]1[CH:18]=[CH:17][C:16]([O:19][CH2:20][C:21]2[CH:22]=[CH:23][CH:24]=[CH:25][CH:26]=2)=[C:15]([C:27]([CH3:30])([CH3:28])[CH3:29])[CH:14]=1)[C:2]1[CH:7]=[CH:6][CH:5]=[CH:4][CH:3]=1. Reported procedure: To a solution of 2-(4-benzyloxy-3-t-butylphenyl)-1-hydroxymethylethylcarbamic acid benzyl ester (1.87 g, 4.18 mmol) in pyridine (42 ml), methanesulfonyl chloride (0.36 ml, 4.60 mmol) was added under cooling with ice. After stirring for 1 hour, the mixture was mixed with water and extracted with ethyl acetate. The organic layer was washed with saturated brine, dried over anhydrous magnesium sulfate and evaporated to remove the solvent under reduced pressure, giving the titled compound (1.93 g, 88... Reactants: O=P(Cl)(Cl)Cl, O=c1cc[nH]c2[nH]ncc12. Product: Clc1ccnc2[nH]ncc12. As a reaction SMILES: [P:11]([Cl:12])([Cl:13])([Cl:14])=[O:15].[nH:1]1[n:2][cH:3][c:4]2[c:5]1[nH:6][cH:7][cH:8][c:9]2=[O:10]>>[nH:1]1[n:2][cH:3][c:4]2[c:5]1[n:6][cH:7][cH:8][c:9]2[Cl:13]. Starting materials: C(C1=CC=CC=C1)(=O)C=1C=CC=C2CCNC12 (7-benzoylindoline). The reagents and catalysts are [O-2].[O-2].[Mn+4] (manganese dioxide). Run in C(Cl)Cl (methylene chloride). Product: C(C1=CC=CC=C1)(=O)C=1C=CC=C2C=CNC12 (7-benzoylindole). As a reaction SMILES: [C:1]([C:9]1[CH:10]=[CH:11][CH:12]=[C:13]2[C:17]=1[NH:16][CH2:15][CH2:14]2)(=[O:8])[C:2]1[CH:7]=[CH:6][CH:5]=[CH:4][CH:3]=1>[O-2].[O-2].[Mn+4].C(Cl)Cl>[C:1]([C:9]1[CH:10]=[CH:11][CH:12]=[C:13]2[C:17]=1[NH:16][CH:15]=[CH:14]2)(=[O:8])[C:2]1[CH:7]=[CH:6][CH:5]=[CH:4][CH:3]=1 |f:1.2.3|. Procedure details: A reaction vessel is charged with 2.23 liters of methylene chloride to which is added one mole of the 7-benzoylindoline obtained in Example 1. To this mixture is added 3.0 moles of activated manganese dioxide. This reaction mixture is agitated and heated at reflux for 24 hours to produce 7-benzoylindole. The produce is then filtered through a filter that will retain the manganese dioxide. The reaction vessel is rinsed with 0.2 liter of hot methylene chloride and the filter cake washed with this ... Reactants: NC1(CCCC1)CO (1-amino-1-cyclopentanemethanol), C(C)(=O)O[BH-](OC(C)=O)OC(C)=O.[Na+] (sodium triacetoxyborohydride), ClC1=C2CNC(C2=C(C=C1)C=1N(C2=CC=C(C=C2C1)C=O)C(=O)OC(C)(C)C)=O (4-chloro-7-[1-(tert-butoxycarbonyl)-5-formylindol-2-yl]isoindolinone). The solvent is ClCCl (dichloromethane). Yields the product ClC1=C2CNC(C2=C(C=C1)C=1N(C2=CC=C(C=C2C1)CNC1(CCCC1)CO)C(=O)OC(C)(C)C)=O (4-chloro-7-{1-(tert-butoxycarbonyl)-5-[(1-hydroxymethylcyclopentyl)aminomethyl]indol-2-yl}isoindolinone). RXN SMILES: [Cl:1][C:2]1[CH:10]=[CH:9][C:8]([C:11]2[N:12]([C:22]([O:24][C:25]([CH3:28])([CH3:27])[CH3:26])=[O:23])[C:13]3[C:18]([CH:19]=2)=[CH:17][C:16]([CH:20]=O)=[CH:15][CH:14]=3)=[C:7]2[C:3]=1[CH2:4][NH:5][C:6]2=[O:29].[NH2:30][C:31]1([CH2:36][OH:37])[CH2:35][CH2:34][CH2:33][CH2:32]1.C(O[BH-](OC(=O)C)OC(=O)C)(=O)C.[Na+]>ClCCl>[Cl:1][C:2]1[CH:10]=[CH:9][C:8]([C:11]2[N:12]([C:22]([O:24][C:25]([CH3:27])([CH3:26])[CH3:28])=[O:23])[C:13]3[C:18]([CH:19]=2)=[CH:17][C:16]([CH2:20][NH:30][C:31]2([CH2:36][OH:37])[CH2:35][CH2:34][CH2:33][CH2:32]2)=[CH:15][CH:14]=3)=[C:7]2[C:3]=1[CH2:4][NH:5][C:6]2=[O:29] |f:2.3|. Procedure details: In a similar manner to Step 1 of Example 56, 4-chloro-7-[1-(tert-butoxycarbonyl)-5-formylindol-2-yl]isoindolinone (20.0 mg, 0.0487 mmol) was dissolved in dichloromethane (0.5 mL), and the solution was treated with 1-amino-1-cyclopentanemethanol (23 mg, 0.20 mmol) and sodium triacetoxyborohydride (48 mg, 0.23 mmol) to obtain 4-chloro-7-{1-(tert-butoxycarbonyl)-5-[(1-hydroxymethylcyclopentyl)aminomethyl]indol-2-yl}isoindolinone was obtained. Yields the product ClC1=C(CN2C=NC(C3=C2N=C(S3)N3CC(OCC3)C)=O)C=CC=C1Cl (4-(2,3-dichlorobenzyl)-2-(2-methylmorpholino)thiazolo[4,5-d]pyrimidin-7(4H)-one). RXN SMILES: Cl.[CH3:2][CH:3]1[O:8][CH2:7][CH2:6][NH:5][CH2:4]1.[Cl:9][C:10]1[C:30]([Cl:31])=[CH:29][CH:28]=[CH:27][C:11]=1[CH2:12][N:13]1[C:18]2[N:19]=[C:20](S(C)(=O)=O)[S:21][C:17]=2[C:16](=[O:26])[N:15]=[CH:14]1>C(N(CC)CC)C.CN(C=O)C.O>[Cl:9][C:10]1[C:30]([Cl:31])=[CH:29][CH:28]=[CH:27][C:11]=1[CH2:12][N:13]1[C:18]2[N:19]=[C:20]([N:5]3[CH2:6][CH2:7][O:8][CH:3]([CH3:2])[CH2:4]3)[S:21][C:17]=2[C:16](=[O:26])[N:15]=[CH:14]1 |f:0.1|. Run at temperature 60 celsius, time 1 hour. Reagents/catalysts: C(C)N(CC)CC (triethylamine). Run in O (water), CN(C)C=O (DMF). Yield: 38.1%. Starting materials: Cl.CC1CNCCO1 (2-methylmorpholine hydrochloride), ClC1=C(CN2C=NC(C3=C2N=C(S3)S(=O)(=O)C)=O)C=CC=C1Cl (4-(2,3-dichlorobenzyl)-2-(methylsulfonyl)thiazolo[4,5-d]pyrimidin-7(4H)-one). Procedure details: A mixture of triethylamine (2 drops), 2-methylmorpholine hydrochloride (16 mg, 0.154 mmol) and 4-(2,3-dichlorobenzyl)-2-(methylsulfonyl)thiazolo[4,5-d]pyrimidin-7(4H)-one (20 mg, 0.051 mmol) in DMF was stirred at 60° C. for 1 h. After cooled to ambient temperature, the mixture was diluted with water (10 mL) and extracted with dichloromethane (15 mL×3). The combined organic layers were washed with saturated brine, dried over anhydrous Na2SO4, filtered and concentrated in vacuo. The residue was pu... Starting materials: O=C([O-])[O-], C1CCOC1, CC(C)n1ncnc1-c1nc2c(s1)CCOc1cc(C3CCNCC3)ccc1-2, CN(C)C(=O)CCl, ClCCl, [K+], [K+], O. The product is CC(C)n1ncnc1-c1nc2c(s1)CCOc1cc(C3CCN(CC(=O)N(C)C)CC3)ccc1-2. RXN SMILES: [C:29](=[O:30])([O-:31])[O-:32].[CH2:42]1[O:43][CH2:44][CH2:45][CH2:46]1.[CH:1]([CH3:2])([CH3:3])[n:4]1[n:5][cH:6][n:7][c:8]1-[c:9]1[s:10][c:11]2[c:17]([n:18]1)-[c:16]1[c:15]([cH:22][c:21]([CH:23]3[CH2:24][CH2:25][NH:26][CH2:27][CH2:28]3)[cH:20][cH:19]1)[O:14][CH2:13][CH2:12]2.[Cl:35][CH2:36][C:37](=[O:38])[N:39]([CH3:40])[CH3:41].[Cl:47][CH2:48][Cl:49].[K+:33].[K+:34].[OH2:50]>>[CH:1]([CH3:2])([CH3:3])[n:4]1[n:5][cH:6][n:7][c:8]1-[c:9]1[s:10][c:11]2[c:17]([n:18]1)-[c:16]1[c:15]([cH:22][c:21]([CH:23]3[CH2:24][CH2:25][N:26]([CH2:36][C:37](=[O:38])[N:39]([CH3:40])[CH3:41])[CH2:27][CH2:28]3)[cH:20][cH:19]1)[O:14][CH2:13][CH2:12]2. Starting materials: [OH-].[Na+] (sodium hydroxide), ClCC(=O)O (chloroacetic acid), Cl (HCl), C(C)(C)C1=CC=C(C=C1)O (p-isopropylphenol), [OH-].[Na+] (sodium hydroxide). Run in O (water). Run at temperature 40 celsius, time 1 hour. Yields the product C(C)(C)C1=CC=C(OCC(=O)O)C=C1 (p-Isopropylphenoxyacetic Acid). As a reaction SMILES: [OH-].[Na+].[CH:3]([C:6]1[CH:11]=[CH:10][C:9]([OH:12])=[CH:8][CH:7]=1)([CH3:5])[CH3:4].Cl[CH2:14][C:15]([OH:17])=[O:16].Cl>O>[CH:3]([C:6]1[CH:11]=[CH:10][C:9]([O:12][CH2:14][C:15]([OH:17])=[O:16])=[CH:8][CH:7]=1)([CH3:5])[CH3:4] |f:0.1|. Procedure details: Into a 100 ml. flask there were placed 100 gms. sodium hydroxide in 300 ml. water and the mixture was stirred until all of the sodium hydroxide was dissolved. Without cooling, there were added 60 gms. p-isopropylphenol and 95 gms. chloroacetic acid. The mixture was stirred at a temperature between 95 and 105° C. for 1 hour and then cooled to 40° C. The reaction mixture was adjusted to a pH of approximately 2 by addition of 1 molar HCl, the mixture was cooled to room temperature and extracted wit... As a reaction SMILES: [CH3:1][C:2]1[CH:3]=[C:4]([CH:7]=O)[S:5][CH:6]=1.[N+:9]([CH3:12])([O-:11])=[O:10]>>[CH3:1][C:2]1[CH:3]=[C:4]([CH:7]=[CH:12][N+:9]([O-:11])=[O:10])[S:5][CH:6]=1. Starting materials: CC=1C=C(SC1)C=O (4-Methyl-thiophene-2-carbaldehyde), [N+](=O)([O-])C (nitromethane). The product is CC=1C=C(SC1)C=C[N+](=O)[O-] (4-Methyl-2-(2-nitro-vinyl)-thiophene). Yield: 78.0%. Procedure details: In close analogy to the procedure described above, 4-Methyl-thiophene-2-carbaldehyde is reacted with nitromethane to provide the title compound. Starting materials: CCNCCO, CCCCP(CCCC)CCCC, Cc1cc(O)cc(C)c1-c1cccc(CN(c2ccc(CCC(=O)OC(C)(C)C)c(F)c2)S(=O)(=O)c2ccccc2[N+](=O)[O-])c1, O=C(N=NC(=O)N1CCCCC1)N1CCCCC1, C1CCOC1. Product: CCNCCOc1cc(C)c(-c2cccc(CN(c3ccc(CCC(=O)OC(C)(C)C)c(F)c3)S(=O)(=O)c3ccccc3[N+](=O)[O-])c2)c(C)c1. As a reaction SMILES: [CH2:46]([CH3:47])[NH:48][CH2:49][CH2:50][OH:51].[CH2:52]([P:53]([CH2:54][CH2:55][CH2:56][CH3:57])[CH2:58][CH2:59][CH2:60][CH3:61])[CH2:62][CH2:63][CH3:64].[F:1][c:2]1[c:3]([CH2:37][CH2:38][C:39](=[O:40])[O:41][C:42]([CH3:43])([CH3:44])[CH3:45])[cH:4][cH:5][c:6]([N:8]([S:9](=[O:10])(=[O:11])[c:12]2[c:13]([N+:18](=[O:19])[O-:20])[cH:14][cH:15][cH:16][cH:17]2)[CH2:21][c:22]2[cH:23][c:24](-[c:28]3[c:29]([CH3:36])[cH:30][c:31]([OH:35])[cH:32][c:33]3[CH3:34])[cH:25][cH:26][cH:27]2)[cH:7]1.[N:65]([C:66]([N:67]1[CH2:68][CH2:69][CH2:70][CH2:71][CH2:72]1)=[O:73])=[N:74][C:75]([N:76]1[CH2:77][CH2:78][CH2:79][CH2:80][CH2:81]1)=[O:82].[O:83]1[CH2:84][CH2:85][CH2:86][CH2:87]1>>[F:1][c:2]1[c:3]([CH2:37][CH2:38][C:39](=[O:40])[O:41][C:42]([CH3:43])([CH3:44])[CH3:45])[cH:4][cH:5][c:6]([N:8]([S:9](=[O:10])(=[O:11])[c:12]2[c:13]([N+:18](=[O:19])[O-:20])[cH:14][cH:15][cH:16][cH:17]2)[CH2:21][c:22]2[cH:23][c:24](-[c:28]3[c:29]([CH3:36])[cH:30][c:31]([O:35][CH2:50][CH2:49][NH:48][CH2:46][CH3:47])[cH:32][c:33]3[CH3:34])[cH:25][cH:26][cH:27]2)[cH:7]1.